This data is from the Open Reaction Database (ORD), a public repository of structured organic reaction records. The task is: describe an organic reaction: reactants, conditions, products, and yield Starting materials: BrCCCCCCCCCCC(=O)O (11-bromoundecanoic acid), C(C1=CC=CC=C1)O (benzyl alcohol). Reagents/catalysts: C1(=CC=C(C=C1)S(=O)(=O)O)C (p-toluenesulphonic acid). Solvent: C1(=CC=CC=C1)C (toluene). Yields the product BrCCCCCCCCCCC(=O)OCC1=CC=CC=C1 (benzyl 11-bromoundecanoate). Isolated yield 101.9%. As a reaction SMILES: [Br:1][CH2:2][CH2:3][CH2:4][CH2:5][CH2:6][CH2:7][CH2:8][CH2:9][CH2:10][CH2:11][C:12]([OH:14])=[O:13].[CH2:15](O)[C:16]1[CH:21]=[CH:20][CH:19]=[CH:18][CH:17]=1>C1(C)C=CC=CC=1.C1(C)C=CC(S(O)(=O)=O)=CC=1>[Br:1][CH2:2][CH2:3][CH2:4][CH2:5][CH2:6][CH2:7][CH2:8][CH2:9][CH2:10][CH2:11][C:12]([O:14][CH2:15][C:16]1[CH:21]=[CH:20][CH:19]=[CH:18][CH:17]=1)=[O:13]. Procedure: This compound was prepared from 11-bromoundecanoic acid (2.65 g; 10.0 mmol), benzyl alcohol (1.62 g; 15.0 mmol), and p-toluenesulphonic acid (50 mg) in toluene (100 mL) using Procedure B. 3.62 g product was obtained, which was used in 13b without further purification. The product is CC(=O)Oc1cc(C)cc2nnc(-c3cccc(C(F)(F)F)c3)cc12. Reaction SMILES: [C:36]([O:37][CH2:38][CH3:39])(=[O:40])[CH3:41].[CH3:29][C:30](=[O:31])[O:32][C:33](=[O:34])[CH3:35].[CH3:42][CH2:43][CH2:44][CH2:45][CH2:46][CH3:47].[CH3:7][c:8]1[cH:9][c:10]([OH:28])[c:11]2[cH:12][c:13](-[c:18]3[cH:19][c:20]([C:24]([F:25])([F:26])[F:27])[cH:21][cH:22][cH:23]3)[n:14][n:15][c:16]2[cH:17]1.[cH:1]1[cH:2][cH:3][n:4][cH:5][cH:6]1>>[CH3:7][c:8]1[cH:9][c:10]([O:28][C:30]([CH3:29])=[O:31])[c:11]2[cH:12][c:13](-[c:18]3[cH:19][c:20]([C:24]([F:25])([F:26])[F:27])[cH:21][cH:22][cH:23]3)[n:14][n:15][c:16]2[cH:17]1. Reactants: CCOC(C)=O, CC(=O)OC(C)=O, CCCCCC, Cc1cc(O)c2cc(-c3cccc(C(F)(F)F)c3)nnc2c1, c1ccncc1. Reactants: O1CCC(CC1)C(=O)C1=CC=C(C(=O)OC)C=C1 (methyl 4-(tetrahydro-2H-pyran-4-carbonyl)benzoate), FC(C=1C=NN(C1)C1=CC=C(C=N1)N)(F)F (6-(4-(trifluoromethyl)-1H-pyrazol-1-yl)pyridin-3-amine), [B][B][B][B][B][B][B][B][B][B] (Decaborane). Run in CO (MeOH). Yields the product O1CCC(CC1)C(C1=CC=C(C(=O)OC)C=C1)NC=1C=NC(=CC1)N1N=CC(=C1)C(F)(F)F ((±)-methyl 4-((tetrahydro-2H-pyran-4-yl)((6-(4-(trifluoromethyl)-1H-pyrazol-1-yl)pyridin-3-yl)amino)methyl)benzoate). The yield is 0.1%. Reaction SMILES: [O:1]1[CH2:6][CH2:5][CH:4]([C:7]([C:9]2[CH:18]=[CH:17][C:12]([C:13]([O:15][CH3:16])=[O:14])=[CH:11][CH:10]=2)=O)[CH2:3][CH2:2]1.[F:19][C:20]([F:34])([F:33])[C:21]1[CH:22]=[N:23][N:24]([C:26]2[N:31]=[CH:30][C:29]([NH2:32])=[CH:28][CH:27]=2)[CH:25]=1.[B][B][B][B][B][B][B][B][B][B]>CO>[O:1]1[CH2:6][CH2:5][CH:4]([CH:7]([NH:32][C:29]2[CH:30]=[N:31][C:26]([N:24]3[CH:25]=[C:21]([C:20]([F:34])([F:33])[F:19])[CH:22]=[N:23]3)=[CH:27][CH:28]=2)[C:9]2[CH:18]=[CH:17][C:12]([C:13]([O:15][CH3:16])=[O:14])=[CH:11][CH:10]=2)[CH2:3][CH2:2]1 |^3:34,43,^1:35,36,37,38,39,40,41,42|. Reported procedure: A round bottom flask was charged with methyl 4-(tetrahydro-2H-pyran-4-carbonyl)benzoate (150 mg, 572 mmol), 6-(4-(trifluoromethyl)-1H-pyrazol-1-yl)pyridin-3-amine (130 mg, 572 mmol) and MeOH (1.2 mL). Decaborane reagent (26.4 mg, 229 mmol) was added in one portion and the reaction stirred over the week-end. The reaction mixture was quenched with HCl solution (1N, aq.) and extracted with EtOAc twice. The combined organic layers were washed with brine, dried over Na2SO4 and concentrated under redu... Run at temperature 23 celsius, time 18 hour. Reported procedure: At 10° C., 200 g of methyl 2-acetyl-4-methylpent-4-enoate (preparation: cf. Tetrahedron (1985) 4633) in 2000 ml of aqueous 10% strength potassium hydroxide solution were admixed with 85 g of sodium nitrite, and the mixture was stirred at 23° C. for 18 hours. With ice-cooling, 1000 ml of 10% strength sulfuric acid were subsequently added dropwise such that the internal temperature remained below 10° C. The mixture was then stirred at 10° C. until evolution of CO2 had ceased. For work-up, the mixt... Product: CC(CC(C(C)=O)=NO)=C (5-Methylhex-5-ene-2,3-dione 3-oxime). The reactants are C(C)(=O)C(C(=O)OC)CC(=C)C (methyl 2-acetyl-4-methylpent-4-enoate), S(O)(O)(=O)=O (sulfuric acid), C(=O)=O (CO2), [OH-].[K+] (potassium hydroxide), N(=O)[O-].[Na+] (sodium nitrite). Reaction SMILES: [C:1]([CH:4]([CH2:9][C:10]([CH3:12])=[CH2:11])C(OC)=O)(=[O:3])[CH3:2].[OH-].[K+].[N:15]([O-])=[O:16].[Na+].S(=O)(=O)(O)O.C(=O)=O>>[CH3:12][C:10](=[CH2:11])[CH2:9][C:4](=[N:15][OH:16])[C:1](=[O:3])[CH3:2] |f:1.2,3.4|.